describe an organic reaction: reactants, conditions, products, and yield From a dataset of the Open Reaction Database (ORD), a public repository of structured organic reaction records. The product is ClCCC1=CNC2=NC=CC=C21 (3-(2-CHLOROETHYL)-1H-PYRROLO-[2,3-B]PYRIDINE). Reactants: ClCC(=O)C1=CNC2=NC=CC=C21 (2-chloro-1-(1H-pyrrolo[2,3-b]pyridin-3-yl)ethanone), C(C)[SiH](CC)CC (triethylsilane). Reported procedure: A stirred solution of 2-chloro-1-(1H-pyrrolo[2,3-b]pyridin-3-yl)ethanone (12.5 g) in TFA at room temperature is treated with triethylsilane (72 mL, 7 eq.), stirred for 16 h, diluted with EtOAc and saturated sodium carbonate to pH 8. The phases are separated and the organic phase is dried over MgSO4 and concentrated in vacuo. The resultant residue is purified by flash chromatography (silica gel, 10% EtOAc in ether as eluent) to give the title pyrrolo[2,3-b]pyridine compound, identified by NMR and... Run at time 16 hour. Run in CCOC(=O)C (EtOAc), C([O-])([O-])=O.[Na+].[Na+] (sodium carbonate), C(=O)(C(F)(F)F)O (TFA). RXN SMILES: [Cl:1][CH2:2][C:3]([C:5]1[C:13]2[C:8](=[N:9][CH:10]=[CH:11][CH:12]=2)[NH:7][CH:6]=1)=O.C([SiH](CC)CC)C>C(O)(C(F)(F)F)=O.CCOC(C)=O.C(=O)([O-])[O-].[Na+].[Na+]>[Cl:1][CH2:2][CH2:3][C:5]1[C:13]2[C:8](=[N:9][CH:10]=[CH:11][CH:12]=2)[NH:7][CH:6]=1 |f:4.5.6|. The reactants are CS(=O)C (dimethyl sulfoxide), OC=1C=C(C=O)C=CC1 (3-hydroxybenzaldehyde), C1(OCCO1)=O (ethylene carbonate), C([O-])([O-])=O.[K+].[K+] (potassium carbonate), C([O-])([O-])=O.[K+].[K+] (potassium carbonate), OC=1C=C(C=O)C=CC1 (3-hydroxybenzaldehyde). Solvent: C(C)(=O)OC(C)C (isopropyl acetate), O (water). Product: dry organic solution, OCCOC=1C=C(C=O)C=CC1 (3-(2-hydroxyethoxy)benzaldehyde). Reaction SMILES: CS(C)=O.[OH:5][C:6]1[CH:7]=[C:8]([CH:11]=[CH:12][CH:13]=1)[CH:9]=[O:10].C1(=O)O[CH2:17][CH2:16][O:15]1.C(=O)([O-])[O-].[K+].[K+]>C(OC(C)C)(=O)C.O>[OH:15][CH2:16][CH2:17][O:5][C:6]1[CH:7]=[C:8]([CH:11]=[CH:12][CH:13]=1)[CH:9]=[O:10] |f:3.4.5|. Procedure: To a 5 L flask equipped with an internal temperature probe and a mechanical stirrer was added dimethyl sulfoxide (500 mL), 3-hydroxybenzaldehyde (100.0 g, 0.819 mol), ethylene carbonate (108 g, 1.23 mol), and potassium carbonate (136 g, 0.983 mol). The resulting mixture was stirred at 110 to 125° C. until all 3-hydroxybenzaldehyde starting material was consumed. (Additional portions of ethylene carbonate may be added to drive the reaction to completion). The reaction mixture was then cooled to b...